From a dataset of the Open Reaction Database (ORD), a public repository of structured organic reaction records. describe an organic reaction: reactants, conditions, products, and yield Starting materials: Cl (hydrochloride), C1(=CC=CC=C1)S(=O)(=O)N1C2=NC=C3N=NN(C3=C2C=C1)C1CCC(CC1)(O)CO (4-(6-Benzenesulfonyl-6H-1,2,3,5,6-pentaaza-as-indacen-1-yl)-1-hydroxymethyl-cyclohexanol), [OH-].[Na+] (sodium hydroxide). Run in CO (methanol), O (water). Conditions: temperature 60 celsius, time 3 hour. Product: OCC1(CCC(CC1)N1N=NC2=CN=C3NC=CC3=C12)O (1-Hydroxymethyl-4-(6H-1,2,3,5,6-pentaaza-as-indacen-1-yl)-cyclohexanol). Isolated yield 11.8%. Reaction SMILES: C1(S([N:10]2[CH:21]=[CH:20][C:19]3[C:11]2=[N:12][CH:13]=[C:14]2[C:18]=3[N:17]([CH:22]3[CH2:27][CH2:26][C:25]([CH2:29][OH:30])([OH:28])[CH2:24][CH2:23]3)[N:16]=[N:15]2)(=O)=O)C=CC=CC=1.[OH-].[Na+].Cl>CO.O>[OH:30][CH2:29][C:25]1([OH:28])[CH2:24][CH2:23][CH:22]([N:17]2[C:18]3[C:14](=[CH:13][N:12]=[C:11]4[C:19]=3[CH:20]=[CH:21][NH:10]4)[N:15]=[N:16]2)[CH2:27][CH2:26]1 |f:1.2|. Procedure: To a solution of 4-(6-Benzenesulfonyl-6H-1,2,3,5,6-pentaaza-as-indacen-1-yl)-1-hydroxymethyl-cyclohexanol (200 mg, 0.47 mmol) in methanol (25 mL) was added a solution of sodium hydroxide (46.8 mg, 1.17 mmol) in water (5 mL), then the reaction mixture was stirred at 60° C. for 3 hours and neutralized with dilute hydrochloride acid until pH=7. The reaction mixture was purified by a reverse-phase preparatory HPLC (Column: Waters Xbridge C18 150*30 mm*5 um, 0% to 25%: acetonitrile+0.05% NH4OH in wat...